Dataset: the Open Reaction Database (ORD), a public repository of structured organic reaction records. Task: describe an organic reaction: reactants, conditions, products, and yield Reactants: CCOC(=O)C1Cc2ccccc2N1CCCNC(C)=O, [H-], [Na+], Cc1ccccc1C. Product: O=C1NCCCN2c3ccccc3CC12. RXN SMILES: [CH2:1]([O:2][C:3](=[O:5])[CH:6]1[N:7]([CH2:15][CH2:16][CH2:17][NH:18][C:19]([CH3:4])=[O:21])[c:8]2[cH:9][cH:10][cH:11][cH:12][c:13]2[CH2:14]1)[CH3:20].[H-:22].[Na+:23].[c:24]1([CH3:25])[c:26]([CH3:27])[cH:28][cH:29][cH:30][cH:31]1>>[CH:6]12[N:7]([c:8]3[cH:9][cH:10][cH:11][cH:12][c:13]3[CH2:14]1)[CH2:15][CH2:16][CH2:17][NH:18][C:19]2=[O:21]. Starting materials: solution, COC([C@@H]1N(CC(C1)=O)C(=O)OC)=O (N-(methoxycarbonyl)-4-keto-D-proline methyl ester), [H][H] (hydrogen). The reagents and catalysts are [Pt] (platinum on alumina). The solvent is C(C)(=O)OCC (ethyl acetate). Conditions: time 18 hour. Yields the product COC([C@@H]1N(C[C@@H](C1)O)C(=O)OC)=O (N-(methoxycarbonyl)-cis-4-hydroxy-D-proline methyl ester), COC([C@@H]1N(C[C@H](C1)O)C(=O)OC)=O (N-(methoxycarbonyl)-trans-4-hydroxy-D-proline methyl ester). As a reaction SMILES: [CH3:1][O:2][C:3](=[O:14])[C@H:4]1[CH2:8][C:7](=[O:9])[CH2:6][N:5]1[C:10]([O:12][CH3:13])=[O:11].[H][H]>C(OCC)(=O)C.[Pt]>[CH3:1][O:2][C:3](=[O:14])[C@H:4]1[CH2:8][C@@H:7]([OH:9])[CH2:6][N:5]1[C:10]([O:12][CH3:13])=[O:11].[CH3:1][O:2][C:3](=[O:14])[C@H:4]1[CH2:8][C@H:7]([OH:9])[CH2:6][N:5]1[C:10]([O:12][CH3:13])=[O:11]. Reported procedure: A 5.0 mL solution of 0.125 g of N-(methoxycarbonyl)-4-keto-D-proline methyl ester in ethyl acetate was mixed with 12.5 mg of 5% platinum on alumina under 70 psig of hydrogen at 25° C. After 18 h, the yields of N-(methoxycarbonyl)-cis-4-hydroxy-D-proline methyl ester and N-(methoxycarbonyl)-trans-4-hydroxy-D-proline methyl ester were 98.7% and 1.3%, respectively, with no N-(methoxycarbonyl)-4-keto-D-proline methyl ester remaining. Starting materials: C1CCOC1, CN1CCN(c2ccc(N)cc2)CC1, CCn1cc(C(=O)Nc2cccc(C(=O)c3ccc4c(c3)NC(=O)C4=CO)c2)c(C)n1. Product: CCn1cc(C(=O)Nc2cccc(C(=O)c3ccc4c(c3)NC(=O)C4=CNc3ccc(N4CCN(C)CC4)cc3)c2)c(C)n1. RXN SMILES: [CH2:46]1[O:47][CH2:48][CH2:49][CH2:50]1.[CH3:32][N:33]1[CH2:34][CH2:35][N:36]([c:39]2[cH:40][cH:41][c:42]([NH2:45])[cH:43][cH:44]2)[CH2:37][CH2:38]1.[OH:1][CH:2]=[C:3]1[C:4](=[O:31])[NH:5][c:6]2[cH:7][c:8]([C:12](=[O:13])[c:14]3[cH:15][c:16]([NH:20][C:21](=[O:22])[c:23]4[c:24]([CH3:30])[n:25][n:26]([CH2:28][CH3:29])[cH:27]4)[cH:17][cH:18][cH:19]3)[cH:9][cH:10][c:11]21>>[CH:2](=[C:3]1[C:4](=[O:31])[NH:5][c:6]2[cH:7][c:8]([C:12](=[O:13])[c:14]3[cH:15][c:16]([NH:20][C:21](=[O:22])[c:23]4[c:24]([CH3:30])[n:25][n:26]([CH2:28][CH3:29])[cH:27]4)[cH:17][cH:18][cH:19]3)[cH:9][cH:10][c:11]21)[NH:45][c:42]1[cH:41][cH:40][c:39]([N:36]2[CH2:35][CH2:34][N:33]([CH3:32])[CH2:38][CH2:37]2)[cH:44][cH:43]1. The reactants are O=C1CCC(=O)N1Br, Br, ClC(Cl)(Cl)Cl, ClCCl, COC(=O)Cc1ccccc1F. The product is COC(=O)C(Br)c1ccccc1F. Reaction SMILES: [Br:13][N:14]1[C:15](=[O:16])[CH2:17][CH2:18][C:19]1=[O:20].[BrH:21].[Cl:22][C:23]([Cl:24])([Cl:25])[Cl:26].[Cl:27][CH2:28][Cl:29].[F:1][c:2]1[c:3]([CH2:8][C:9](=[O:10])[O:11][CH3:12])[cH:4][cH:5][cH:6][cH:7]1>>[F:1][c:2]1[c:3]([CH:8]([C:9](=[O:10])[O:11][CH3:12])[Br:13])[cH:4][cH:5][cH:6][cH:7]1.